From a dataset of the Open Reaction Database (ORD), a public repository of structured organic reaction records. describe an organic reaction: reactants, conditions, products, and yield Reactants: BrCc1ccc(Br)cc1, CCOC(C)=O, O=C1CN(C(=O)c2ccc(Cl)cc2)Cc2ccccc2N1, [H-], [Na+], CN(C)C=O. Yields the product O=C(c1ccc(Cl)cc1)N1CC(=O)N(Cc2ccc(Br)cc2)c2ccccc2C1. As a reaction SMILES: [Br:24][c:25]1[cH:26][cH:27][c:28]([CH2:29][Br:30])[cH:31][cH:32]1.[CH3:33][CH2:34][O:35][C:36](=[O:37])[CH3:38].[Cl:1][c:2]1[cH:3][cH:4][c:5]([C:6](=[O:7])[N:8]2[CH2:9][C:10](=[O:19])[NH:11][c:12]3[c:13]([cH:15][cH:16][cH:17][cH:18]3)[CH2:14]2)[cH:20][cH:21]1.[H-:22].[Na+:23].[O:39]=[CH:40][N:41]([CH3:42])[CH3:43]>>[Cl:1][c:2]1[cH:3][cH:4][c:5]([C:6](=[O:7])[N:8]2[CH2:9][C:10](=[O:19])[N:11]([CH2:29][c:28]3[cH:27][cH:26][c:25]([Br:24])[cH:32][cH:31]3)[c:12]3[c:13]([cH:15][cH:16][cH:17][cH:18]3)[CH2:14]2)[cH:20][cH:21]1.